describe an organic reaction: reactants, conditions, products, and yield From a dataset of the Open Reaction Database (ORD), a public repository of structured organic reaction records. Starting materials: OC1CCN(CC1)C(=O)C1=CC=C(C=C1)B1OC(C(O1)(C)C)(C)C ((4-hydroxypiperidin-1-yl)[4-(4,4,5,5-tetramethyl-1,3,2-dioxaborolan-2-yl)phenyl]methanone), C1(=CC=C(C=C1)CN1C(=NC2=C1C=C(C(=C2F)C2=CC=C(C=C2)Br)F)OC2CCC(CC2)C(=O)OCC)C2=CC=CC=C2 (ethyl 4-{[1-(biphenyl-4-ylmethyl)-5-(4-bromophenyl)-4,6-difluoro-1H-benzimidazol-2-yl]oxy}cyclohexane-carboxylate), C(=O)([O-])[O-].[K+].[K+] (K2CO3). Reagents/catalysts: C=1C=CC(=CC1)[P](C=2C=CC=CC2)(C=3C=CC=CC3)[Pd]([P](C=4C=CC=CC4)(C=5C=CC=CC5)C=6C=CC=CC6)([P](C=7C=CC=CC7)(C=8C=CC=CC8)C=9C=CC=CC9)[P](C=1C=CC=CC1)(C=1C=CC=CC1)C=1C=CC=CC1 (Pd(PPh3)4). Run in CCOC(=O)C (EtOAc), O (H2O). Conditions: temperature 120 celsius. Yields the product C1(=CC=C(C=C1)CN1C(=NC2=C1C=C(C(=C2F)C2=CC=C(C=C2)C2=CC=C(C=C2)C(=O)N2CCC(CC2)O)F)OC2CCC(CC2)C(=O)OCC)C2=CC=CC=C2 (Ethyl 4-{[1-(biphenyl-4-ylmethyl)-4,6-difluoro-5-{4′-[(4-hydroxypiperidin-1-yl)carbonyl]biphenyl-4-yl}-1H-benzimidazol-2-yl]oxy}cyclohexanecarboxylate). Reaction SMILES: [OH:1][CH:2]1[CH2:7][CH2:6][N:5]([C:8]([C:10]2[CH:15]=[CH:14][C:13](B3OC(C)(C)C(C)(C)O3)=[CH:12][CH:11]=2)=[O:9])[CH2:4][CH2:3]1.[C:25]1([C:62]2[CH:67]=[CH:66][CH:65]=[CH:64][CH:63]=2)[CH:30]=[CH:29][C:28]([CH2:31][N:32]2[C:36]3[CH:37]=[C:38]([F:49])[C:39]([C:42]4[CH:47]=[CH:46][C:45](Br)=[CH:44][CH:43]=4)=[C:40]([F:41])[C:35]=3[N:34]=[C:33]2[O:50][CH:51]2[CH2:56][CH2:55][CH:54]([C:57]([O:59][CH2:60][CH3:61])=[O:58])[CH2:53][CH2:52]2)=[CH:27][CH:26]=1.C([O-])([O-])=O.[K+].[K+]>CCOC(C)=O.O.C1C=CC([P]([Pd]([P](C2C=CC=CC=2)(C2C=CC=CC=2)C2C=CC=CC=2)([P](C2C=CC=CC=2)(C2C=CC=CC=2)C2C=CC=CC=2)[P](C2C=CC=CC=2)(C2C=CC=CC=2)C2C=CC=CC=2)(C2C=CC=CC=2)C2C=CC=CC=2)=CC=1>[C:25]1([C:62]2[CH:63]=[CH:64][CH:65]=[CH:66][CH:67]=2)[CH:26]=[CH:27][C:28]([CH2:31][N:32]2[C:36]3[CH:37]=[C:38]([F:49])[C:39]([C:42]4[CH:43]=[CH:44][C:45]([C:13]5[CH:12]=[CH:11][C:10]([C:8]([N:5]6[CH2:4][CH2:3][CH:2]([OH:1])[CH2:7][CH2:6]6)=[O:9])=[CH:15][CH:14]=5)=[CH:46][CH:47]=4)=[C:40]([F:41])[C:35]=3[N:34]=[C:33]2[O:50][CH:51]2[CH2:52][CH2:53][CH:54]([C:57]([O:59][CH2:60][CH3:61])=[O:58])[CH2:55][CH2:56]2)=[CH:29][CH:30]=1 |f:2.3.4,^1:84,86,105,124|. Procedure details: To a yellow solution of (4-hydroxypiperidin-1-yl)[4-(4,4,5,5-tetramethyl-1,3,2-dioxaborolan-2-yl)phenyl]methanone (0.147 g, 0.443 mmol), ethyl 4-{[1-(biphenyl-4-ylmethyl)-5-(4-bromophenyl)-4,6-difluoro-1H-benzimidazol-2-yl]oxy}cyclohexane-carboxylate (0.260 g, 0.403 mmol), and Pd(PPh3)4 (0.028 g, 0.024 mmol) was added 1 M K2CO3 (1.20 mL, 1.20 mmol) dropwise via syringe. The mixture was heated at 120° C. for 45 min, and then diluted with EtOAc and H2O. The aqueous layer was separated and further ... Reactants: C([O-])([O-])=O.[K+].[K+] (potassium carbonate), C(C)C(C(=O)OCC)C(=O)C (ethyl 2-ethylacetoacetate), BrCC1=CC(=C(C=C1)C(C(=O)OC)C)F (methyl 2-[4-(bromomethyl)-2-fluorophenyl]-propionate). The solvent is CC(=O)C (acetone). The product is C(C)CC(CCC1=CC(=C(C=C1)C(C(=O)O)C)F)=O (2-[4-(ethyl-3-oxobutyl)-2-fluoro-phenyl]propionic acid). Yield: 59.9%. RXN SMILES: C(=O)([O-])[O-].[K+].[K+].[CH2:7]([CH:9]([C:15]([CH3:17])=[O:16])C(OCC)=O)[CH3:8].Br[CH2:19][C:20]1[CH:25]=[CH:24][C:23]([CH:26]([CH3:31])[C:27]([O:29]C)=[O:28])=[C:22]([F:32])[CH:21]=1>CC(C)=O>[CH2:7]([CH2:9][C:15](=[O:16])[CH2:17][CH2:19][C:20]1[CH:25]=[CH:24][C:23]([CH:26]([CH3:31])[C:27]([OH:29])=[O:28])=[C:22]([F:32])[CH:21]=1)[CH3:8] |f:0.1.2|. Reported procedure: To a suspension of anhydrous potassium carbonate (0.86 g, 6.2 mmol) in acetone (40 mL), ethyl 2-ethylacetoacetate (0.56 mL, 3.45 mmol) was added under stirring. After stirring for 15 minutes at room temperature, compound (20) (0.95 g, 3.45 mmol) was added, and the reaction mixture was refluxed for 12 hours. After cooling, the reaction mixture was concentrated under reduced pressure, and the residue was treated with dichloromethane (50 mL). The organic layer was washed with a sodium bicarbonate s... Product: Cc1nnc(NC(=O)C(c2ccccc2)c2ccccc2)o1. Reaction SMILES: [CH3:1][c:2]1[n:3][n:4][c:5]([NH2:7])[o:6]1.[Cl-:8].[c:9]1([CH:15]([C:16](=[O:17])[OH:18])[c:19]2[cH:20][cH:21][cH:22][cH:23][cH:24]2)[cH:10][cH:11][cH:12][cH:13][cH:14]1>>[CH3:1][c:2]1[n:3][n:4][c:5]([NH:7][C:16]([CH:15]([c:9]2[cH:10][cH:11][cH:12][cH:13][cH:14]2)[c:19]2[cH:20][cH:21][cH:22][cH:23][cH:24]2)=[O:17])[o:6]1. The reactants are Cc1nnc(N)o1, [Cl-], O=C(O)C(c1ccccc1)c1ccccc1. Reactants: Br, CC(=O)[O-], CC(=O)O, O=Cc1ccc([N+](=O)[O-])s1, [Na+]. Yields the product O=C(O)c1ccc([N+](=O)[O-])s1. RXN SMILES: [Br:11].[C:12]([O-:13])(=[O:14])[CH3:15].[C:17]([OH:18])(=[O:19])[CH3:20].[N+:1](=[O:2])([O-:3])[c:4]1[cH:5][cH:6][c:7]([CH:9]=[O:10])[s:8]1.[Na+:16]>>[N+:1](=[O:2])([O-:3])[c:4]1[cH:5][cH:6][c:7]([C:9](=[O:10])[OH:14])[s:8]1. Starting materials: C1(=CC=CC=C1)[C@H]1[C@@H](C1)C(=O)Cl (trans-2-phenyl-1-cyclopropanecarbonyl chloride), Cl.Cl.C1(CC1)N1CCNCC1 (1-cyclopropylpiperazine dihydrochloride), ( 41 ). The product is C1(CC1)N1CCN(CC1)C(=O)[C@H]1[C@@H](C1)C1=CC=CC=C1 (trans-(4-Cyclopropylpiperazin-1-yl)-(2-phenylcyclopropyl)methanone). As a reaction SMILES: [C:1]1([C@@H:7]2[CH2:9][C@H:8]2[C:10](Cl)=[O:11])[CH:6]=[CH:5][CH:4]=[CH:3][CH:2]=1.Cl.Cl.[CH:15]1([N:18]2[CH2:23][CH2:22][NH:21][CH2:20][CH2:19]2)[CH2:17][CH2:16]1>>[CH:15]1([N:18]2[CH2:23][CH2:22][N:21]([C:10]([C@@H:8]3[CH2:9][C@H:7]3[C:1]3[CH:6]=[CH:5][CH:4]=[CH:3][CH:2]=3)=[O:11])[CH2:20][CH2:19]2)[CH2:17][CH2:16]1 |f:1.2.3|. Procedure: This example was prepared according to Example 4 employing trans-2-phenyl-1-cyclopropanecarbonyl chloride and 1-cyclopropylpiperazine dihydrochloride, which was prepared according to Gillaspy, et. al. Tetrahedron Lett. 1995, 36 (41), 7399-7402. m/z (ES+) M+1=271.2; HPLC tR=1.43 min. 1H NMR (500 MHz, CDCl3) δ 7.29-7.26 (m, 2H), 7.19 (d, J=7.3 Hz, 1H), 7.11 (d, J=7.0 Hz, 2H), 3.69-3.50 (m, 4H), 2.59 (t, J=5.2 Hz, 4H), 2.48 (ddd, J=8.9, 6.3, 4.3 Hz, 1H), 1.96 (ddd, J=8.2, 5.5, 4.3 Hz, 1H), 1.68-1.5... The reactants are COC(CNC(C(CC(C)C)CS)=O)OC (N-(2,2-Dimethoxyethyl)-2-(mercaptomethyl)-4-methylpentanamide). Reagents/catalysts: Cl (hydrochloric acid). The solvent is O (water). Conditions: time 1 hour. Product: SCC(C(=O)NCC=O)CC(C)C (N-[2-(Mercaptomethyl)-4-methylpentanoyl]amino acetaldehyde). Reaction SMILES: C[O:2][CH:3](OC)[CH2:4][NH:5][C:6](=[O:14])[CH:7]([CH2:12][SH:13])[CH2:8][CH:9]([CH3:11])[CH3:10]>O.Cl>[SH:13][CH2:12][CH:7]([CH2:8][CH:9]([CH3:11])[CH3:10])[C:6]([NH:5][CH2:4][CH:3]=[O:2])=[O:14]. Reported procedure: The N-(2,2-dimethoxyethyl)-2-(mercaptomethyl)-4-methylpentanamide obtained in Example 2 is dissolved in 10 ml of water and treated with a few drops of 10% hydrochloric acid. After standing for 1 hour at 25° C., the water is removed in vacuo and the product is obtained as a powder by triturating with acetonitrile.